Task: describe an organic reaction: reactants, conditions, products, and yield. Dataset: the Open Reaction Database (ORD), a public repository of structured organic reaction records Starting materials: C[SiH](C)OC(c1cncc(Br)c1)C(C)(C)C, [Li]CCCC, C1CCOC1, CCCCCC, CCOCC, O=Cc1ncn2ccsc12, O. Product: C[SiH](C)OC(c1cncc(C(O)c2ncn3ccsc23)c1)C(C)(C)C. Reaction SMILES: [Br:1][c:2]1[cH:3][c:4]([CH:8]([O:9][SiH:10]([CH3:11])[CH3:12])[C:13]([CH3:14])([CH3:15])[CH3:16])[cH:5][n:6][cH:7]1.[CH2:23]([Li:24])[CH2:25][CH2:26][CH3:27].[CH2:44]1[O:45][CH2:46][CH2:47][CH2:48]1.[CH3:17][CH2:18][CH2:19][CH2:20][CH2:21][CH3:22].[CH3:39][CH2:40][O:41][CH2:42][CH3:43].[CH:28](=[O:29])[c:30]1[n:31][cH:32][n:33]2[c:34]1[s:35][cH:36][cH:37]2.[OH2:38]>>[c:2]1([CH:28]([OH:29])[c:30]2[n:31][cH:32][n:33]3[c:34]2[s:35][cH:36][cH:37]3)[cH:3][c:4]([CH:8]([O:9][SiH:10]([CH3:11])[CH3:12])[C:13]([CH3:14])([CH3:15])[CH3:16])[cH:5][n:6][cH:7]1. Reactants: CC1(c2ccc3c(C4CC4)c(OC4CCC(C(C)(C)C)CC4)ccc3c2)COC(=O)N1, CCO, [Li+], [OH-], O. RXN SMILES: [C:1]([CH3:2])([CH3:3])([CH3:4])[CH:5]1[CH2:6][CH2:7][CH:8]([O:11][c:12]2[c:13]([CH:29]3[CH2:30][CH2:31]3)[c:14]3[cH:15][cH:16][c:17]([C:22]4([CH3:28])[NH:23][C:24](=[O:27])[O:25][CH2:26]4)[cH:18][c:19]3[cH:20][cH:21]2)[CH2:9][CH2:10]1.[CH3:32][CH2:33][OH:34].[Li+:35].[OH-:36].[OH2:37]>>[C:1]([CH3:2])([CH3:3])([CH3:4])[CH:5]1[CH2:6][CH2:7][CH:8]([O:11][c:12]2[c:13]([CH:29]3[CH2:30][CH2:31]3)[c:14]3[cH:15][cH:16][c:17]([C:22]([NH2:23])([CH2:26][OH:25])[CH3:28])[cH:18][c:19]3[cH:20][cH:21]2)[CH2:9][CH2:10]1. The product is CC(N)(CO)c1ccc2c(C3CC3)c(OC3CCC(C(C)(C)C)CC3)ccc2c1. Starting materials: ClC1=C(C=C(C=C1)NS(=O)(=O)C1=CC=CC=C1)NC1CCN(CC1)C (N-[4-Chloro-3-(1-methylpiperidin-4-ylamino)phenyl]benzenesulfonamide), hydrochloride salt, Cl (hydrogen chloride). The solvent is C(C)OCC (diethyl ether). Run at temperature 27.5 celsius, time 3 hour. The product is Cl.ClC1=C(C=C(C=C1)NS(=O)(=O)C1=CC=CC=C1)NC1CCN(CC1)C (N-[4-Chloro-3-(1-methylpiperidin-4-ylamino)phenyl]benzenesulfonamide hydrochloride). The yield is 169.8%. Reaction SMILES: [Cl:1][C:2]1[CH:7]=[CH:6][C:5]([NH:8][S:9]([C:12]2[CH:17]=[CH:16][CH:15]=[CH:14][CH:13]=2)(=[O:11])=[O:10])=[CH:4][C:3]=1[NH:18][CH:19]1[CH2:24][CH2:23][N:22]([CH3:25])[CH2:21][CH2:20]1.Cl>C(OCC)C>[ClH:1].[Cl:1][C:2]1[CH:7]=[CH:6][C:5]([NH:8][S:9]([C:12]2[CH:13]=[CH:14][CH:15]=[CH:16][CH:17]=2)(=[O:11])=[O:10])=[CH:4][C:3]=1[NH:18][CH:19]1[CH2:24][CH2:23][N:22]([CH3:25])[CH2:21][CH2:20]1 |f:3.4|. Procedure details: The product (0.86 grams) obtained from Example 1 was converted into its hydrochloride salt by using the following procedure. The obtained base was taken into diethyl ether (25 mL) and added 1 mL of 10% isopropanolic hydrogen chloride. The reaction mass was stirred for 3 hours at 25-30° C. and filtered the hydrochloride salt to obtain the title product (0.8 grams). Reactants: CS(=O)(=O)OCCN1CC(c2cccc(C(F)(F)F)c2)N(c2ccc(Oc3ccc(Cl)cc3)cc2)C1=O, CO. Product: COCCN1CC(c2cccc(C(F)(F)F)c2)N(c2ccc(Oc3ccc(Cl)cc3)cc2)C1=O. As a reaction SMILES: [CH3:1][S:2](=[O:3])(=[O:4])[O:5][CH2:6][CH2:7][N:8]1[C:9](=[O:37])[N:10]([c:23]2[cH:24][cH:25][c:26]([O:29][c:30]3[cH:31][cH:32][c:33]([Cl:36])[cH:34][cH:35]3)[cH:27][cH:28]2)[CH:11]([c:13]2[cH:14][c:15]([C:19]([F:20])([F:21])[F:22])[cH:16][cH:17][cH:18]2)[CH2:12]1.[CH3:38][OH:39]>>[O:5]([CH2:6][CH2:7][N:8]1[C:9](=[O:37])[N:10]([c:23]2[cH:24][cH:25][c:26]([O:29][c:30]3[cH:31][cH:32][c:33]([Cl:36])[cH:34][cH:35]3)[cH:27][cH:28]2)[CH:11]([c:13]2[cH:14][c:15]([C:19]([F:20])([F:21])[F:22])[cH:16][cH:17][cH:18]2)[CH2:12]1)[CH3:38]. Starting materials: NC(CN1C(C2=CC=CC=C2C(=C1)C1=CC=CC=C1)=O)C (2-(2-aminopropyl)-4-phenyl-1(2H)-isoquinolone), C(OCC)(=O)Cl (ethyl chlorocarbonate), C([O-])([O-])=O.[K+].[K+] (potassium carbonate). Solvent: C(C)O (ethanol). Reaction conditions: time 3 hour. The product is C(C)OC(=O)NC(CN1C(C2=CC=CC=C2C(=C1)C1=CC=CC=C1)=O)C (2-(2-ethoxycarbonylaminopropyl)-4-phenyl-1(2H)-isoquinolone). The yield is 56.7%. RXN SMILES: [NH2:1][CH:2]([CH3:21])[CH2:3][N:4]1[CH:13]=[C:12]([C:14]2[CH:19]=[CH:18][CH:17]=[CH:16][CH:15]=2)[C:11]2[C:6](=[CH:7][CH:8]=[CH:9][CH:10]=2)[C:5]1=[O:20].[C:22](Cl)(=[O:26])[O:23][CH2:24][CH3:25].C(=O)([O-])[O-].[K+].[K+]>C(O)C>[CH2:24]([O:23][C:22]([NH:1][CH:2]([CH3:21])[CH2:3][N:4]1[CH:13]=[C:12]([C:14]2[CH:19]=[CH:18][CH:17]=[CH:16][CH:15]=2)[C:11]2[C:6](=[CH:7][CH:8]=[CH:9][CH:10]=2)[C:5]1=[O:20])=[O:26])[CH3:25] |f:2.3.4|. Procedure details: 4.2 g of 2-(2-aminopropyl)-4-phenyl-1(2H)-isoquinolone, 2.7 g of ethyl chlorocarbonate, 4.1 g of potassium carbonate and 60 ml of ethanol were mixed and stirred at room temperature for 3 hours. The solvent was then distilled off, and the residue was extracted with dichloromethane. The crystals obtained by distilling off the solvent were recrystallized from ethanol to obtain 3 g (57% yield) of 2-(2-ethoxycarbonylaminopropyl)-4-phenyl-1(2H)-isoquinolone having a melting point of 182° C. as colorle...